Dataset: the Open Reaction Database (ORD), a public repository of structured organic reaction records. Task: describe an organic reaction: reactants, conditions, products, and yield Reactants: O=C([O-])[O-], CN(C)C=O, [Cs+], [Cs+], COCOc1cc(C#N)ccc1I, c1ccc(P(c2ccccc2)(c2ccccc2)[Pd](P(c2ccccc2)(c2ccccc2)c2ccccc2)(P(c2ccccc2)(c2ccccc2)c2ccccc2)P(c2ccccc2)(c2ccccc2)c2ccccc2)cc1, OB(O)c1ccoc1. Yields the product COCOc1cc(C#N)ccc1-c1ccoc1. RXN SMILES: [C:22](=[O:23])([O-:24])[O-:25].[CH3:28][N:29]([CH3:30])[CH:31]=[O:32].[Cs+:26].[Cs+:27].[I:1][c:2]1[c:3]([O:10][CH2:11][O:12][CH3:13])[cH:4][c:5]([C:6]#[N:7])[cH:8][cH:9]1.[cH:33]1[cH:34][cH:35][c:36]([P:37]([Pd:38]([P:39]([c:40]2[cH:41][cH:42][cH:43][cH:44][cH:45]2)([c:46]2[cH:47][cH:48][cH:49][cH:50][cH:51]2)[c:52]2[cH:53][cH:54][cH:55][cH:56][cH:57]2)([P:58]([c:59]2[cH:60][cH:61][cH:62][cH:63][cH:64]2)([c:65]2[cH:66][cH:67][cH:68][cH:69][cH:70]2)[c:71]2[cH:72][cH:73][cH:74][cH:75][cH:76]2)[P:77]([c:78]2[cH:79][cH:80][cH:81][cH:82][cH:83]2)([c:84]2[cH:85][cH:86][cH:87][cH:88][cH:89]2)[c:90]2[cH:91][cH:92][cH:93][cH:94][cH:95]2)([c:96]2[cH:97][cH:98][cH:99][cH:100][cH:101]2)[c:102]2[cH:103][cH:104][cH:105][cH:106][cH:107]2)[cH:108][cH:109]1.[o:14]1[cH:15][c:16]([B:19]([OH:20])[OH:21])[cH:17][cH:18]1>>[c:2]1(-[c:16]2[cH:15][o:14][cH:18][cH:17]2)[c:3]([O:10][CH2:11][O:12][CH3:13])[cH:4][c:5]([C:6]#[N:7])[cH:8][cH:9]1. The reactants are Fmoc-Asn(Trt)Ser(But)PheAzaGlyLeuArg(Me,Boc2)Phe-Rink-Amide MBHA resin, H-Asn(Trt)Ser(But)PheAzaGlyLeuArg(Me,Boc2)Phe, Amide MBHA resin, C1CCOC1 (THF), C1=CN(C=N1)C(=O)N2C=CN=C2 (CDI), Cl.NCCC1=CNC2=CC=CC=C12 (tryptamine hydrochloride), CCN(C(C)C)C(C)C (DIEA). Solvent: CN(C)C=O (DMF). Reaction conditions: time 2 hour. Yields the product 2-(Indol-3-yl)ethylcarbamoyl-Asn(Trt)Ser(But)PheAzaGlyLeuArg(Me,Boc2)Phe, CC1=CC=C(C=C1)C(C2=CC=CC=C2)N.C=CC1=CC=CC=C1.C=CC1=CC=C(C=C1)C=C.Cl (MBHA resin). As a reaction SMILES: [CH2:1]1[CH2:5]O[CH2:3][CH2:2]1.[CH:6]1N=CN(C(N2C=[N:16][CH:15]=[CH:14]2)=O)[CH:7]=1.[ClH:18].N[CH2:20][CH2:21][C:22]1[C:30]2[C:25](=[CH:26][CH:27]=[CH:28][CH:29]=2)N[CH:23]=1.CCN(C(C)C)[CH:34]([CH3:36])[CH3:35]>CN(C=O)C>[CH3:3][C:2]1[CH:36]=[CH:34][C:35]([CH:15]([NH2:16])[C:14]2[CH:29]=[CH:30][CH:22]=[CH:21][CH:20]=2)=[CH:5][CH:1]=1.[CH2:21]=[CH:22][C:30]1[CH:25]=[CH:26][CH:27]=[CH:28][CH:29]=1.[CH2:6]=[CH:7][C:27]1[CH:28]=[CH:29][C:30]([CH:22]=[CH2:23])=[CH:25][CH:26]=1.[ClH:18] |f:2.3,6.7.8.9|. Procedure details: Fmoc-Asn(Trt)Ser(But)PheAzaGlyLeuArg(Me,Boc2)Phe-Rink-Amide MBHA resin prepared in EXAMPLE 8 was subjected to Fmoc deprotection. To 64 mg (20 μmol) of H-Asn(Trt)Ser(But)PheAzaGlyLeuArg(Me,Boc2)Phe-Rink Amide MBHA resin, 1.5 mL of THF and 13 mg of CDI were added, followed by shaking for 2 hours. After 32 mg of tryptamine hydrochloride, 28 μL of DIEA and 500 μL of DMF were added to the mixture, followed by shaking for 24 hours. Thereafter the resin washed to give 2-(Indol-3-yl)ethylcarbamoyl-Asn(T... Starting materials: CCC(Br)C(=O)[O-], CC(=O)O, COC(=O)CC(=O)c1cc2cc(OC)c(OC)cc2s1, [H-], [Na+], C1CCOC1, O. Product: COc1cc2cc(C(=O)CCC(=O)O)sc2cc1OC. Reaction SMILES: [CH2:23]([CH:24]([Br:25])[C:26](=[O:27])[O-:28])[CH3:29].[CH3:30][C:31](=[O:32])[OH:33].[CH3:3][O:4][C:5]([CH2:6][C:7](=[O:8])[c:9]1[cH:10][c:11]2[c:12]([s:13]1)[cH:14][c:15]([O:20][CH3:21])[c:16]([O:18][CH3:19])[cH:17]2)=[O:22].[H-:1].[Na+:2].[O:34]1[CH2:35][CH2:36][CH2:37][CH2:38]1.[OH2:39]>>[CH2:5]([CH2:6][C:7](=[O:8])[c:9]1[cH:10][c:11]2[c:12]([s:13]1)[cH:14][c:15]([O:20][CH3:21])[c:16]([O:18][CH3:19])[cH:17]2)[C:26](=[O:27])[OH:28]. Starting materials: Brc1cncc(Br)c1, O=C([O-])[O-], COCCOC, [K+], [K+], [Na+], [OH-], O, OB(O)c1ccccc1, c1ccc(P(c2ccccc2)(c2ccccc2)[Pd](P(c2ccccc2)(c2ccccc2)c2ccccc2)(P(c2ccccc2)(c2ccccc2)c2ccccc2)P(c2ccccc2)(c2ccccc2)c2ccccc2)cc1. Product: Brc1cncc(-c2ccccc2)c1. Reaction SMILES: [Br:1][c:2]1[cH:3][n:4][cH:5][c:6]([Br:7])[cH:8]1.[C:18](=[O:19])([O-:20])[O-:21].[CH3:103][O:104][CH2:105][CH2:106][O:107][CH3:108].[K+:22].[K+:23].[Na+:25].[OH-:24].[OH2:109].[OH:9][B:10]([OH:11])[c:12]1[cH:13][cH:14][cH:15][cH:16][cH:17]1.[cH:26]1[cH:27][cH:28][c:29]([P:30]([Pd:31]([P:32]([c:33]2[cH:34][cH:35][cH:36][cH:37][cH:38]2)([c:39]2[cH:40][cH:41][cH:42][cH:43][cH:44]2)[c:45]2[cH:46][cH:47][cH:48][cH:49][cH:50]2)([P:51]([c:52]2[cH:53][cH:54][cH:55][cH:56][cH:57]2)([c:58]2[cH:59][cH:60][cH:61][cH:62][cH:63]2)[c:64]2[cH:65][cH:66][cH:67][cH:68][cH:69]2)[P:70]([c:71]2[cH:72][cH:73][cH:74][cH:75][cH:76]2)([c:77]2[cH:78][cH:79][cH:80][cH:81][cH:82]2)[c:83]2[cH:84][cH:85][cH:86][cH:87][cH:88]2)([c:89]2[cH:90][cH:91][cH:92][cH:93][cH:94]2)[c:95]2[cH:96][cH:97][cH:98][cH:99][cH:100]2)[cH:101][cH:102]1>>[c:2]1(-[c:12]2[cH:13][cH:14][cH:15][cH:16][cH:17]2)[cH:3][n:4][cH:5][c:6]([Br:7])[cH:8]1.